This data is from the Open Reaction Database (ORD), a public repository of structured organic reaction records. The task is: describe an organic reaction: reactants, conditions, products, and yield Starting materials: [OH-].[K+] (potassium hydroxide), FC(C1=CC(=CC=C1)O)(F)F (α,α,α-trifluoro-m-cresol), C1(=CC=CC=C1)C (toluene), BrC1=CC=C(C=C1)Br (1,4-Dibromobenzene), cuprous chloride. Reaction SMILES: [OH-].[K+].[F:3][C:4]([F:13])([F:12])[C:5]1[CH:10]=[CH:9][CH:8]=[C:7]([OH:11])[CH:6]=1.C1(C)C=CC=CC=1.[Br:21][C:22]1[CH:27]=[CH:26][C:25](Br)=[CH:24][CH:23]=1>O>[F:3][C:4]([F:12])([F:13])[C:5]1[CH:6]=[C:7]([CH:8]=[CH:9][CH:10]=1)[O:11][C:25]1[CH:26]=[CH:27][C:22]([Br:21])=[CH:23][CH:24]=1 |f:0.1|. Reported procedure: The reaction is performed in a 1 L 3-necked flask equipped with a mechanical stirrer, a Dean-Stark trap topped with a condenser and a nitrogen bubbler, and a stopper. The flask is flushed with nitrogen and charged firstly with potassium hydroxide (22.4 g, 0.4 mol), α,α,α-trifluoro-m-cresol (64.8 g, 0.4 mol), and toluene (500 mL). The mixture is stirred and heated at reflux for 2 h, during which water collected in the trap (ca. 6 mL). 1,4-Dibromobenzene (94.4 g, 0.42 mol) and cuprous chloride (39... Run in O (water). Run at time 18 hour. The yield is 45.0%. Product: FC(C=1C=C(OC2=CC=C(C=C2)Br)C=CC1)(F)F (4-(3-trifluoromethylphenoxy) bromobenzene).